Dataset: the Open Reaction Database (ORD), a public repository of structured organic reaction records. Task: describe an organic reaction: reactants, conditions, products, and yield Reactants: CCO, O=C(CCl)Nc1ccc(S(=O)(=O)c2cccc(Cl)c2)cc1, [N-]=[N+]=[N-], [Na+], O. The product is [N-]=[N+]=NCC(=O)Nc1ccc(S(=O)(=O)c2cccc(Cl)c2)cc1. Reaction SMILES: [CH3:27][CH2:28][OH:29].[Cl:1][CH2:2][C:3](=[O:4])[NH:5][c:6]1[cH:7][cH:8][c:9]([S:12](=[O:13])(=[O:14])[c:15]2[cH:16][c:17]([Cl:21])[cH:18][cH:19][cH:20]2)[cH:10][cH:11]1.[N-:23]=[N+:24]=[N-:25].[Na+:22].[OH2:26]>>[CH2:2]([C:3](=[O:4])[NH:5][c:6]1[cH:7][cH:8][c:9]([S:12](=[O:13])(=[O:14])[c:15]2[cH:16][c:17]([Cl:21])[cH:18][cH:19][cH:20]2)[cH:10][cH:11]1)[N:23]=[N+:24]=[N-:25]. Starting materials: polyamine nitrogen, 2B, C(CNCCNCCNCCNCCN)N (PEHA), IC#N (ICN), 2A, C(C=C)(=O)O (acrylic acid). The product is C(CNCCNCCN)N (TETA), C(CNCCNCCNCCNCCN)N (PEHA). As a reaction SMILES: IC#N.C(O)(=O)C=C.[CH2:9]([NH2:24])[CH2:10][NH:11][CH2:12][CH2:13][NH:14][CH2:15][CH2:16][NH:17][CH2:18][CH2:19][NH:20][CH2:21][CH2:22][NH2:23]>>[CH2:9]([NH2:24])[CH2:10][NH:11][CH2:12][CH2:13][NH:14][CH2:15][CH2:16][NH2:17].[CH2:22]([NH2:23])[CH2:21][NH:20][CH2:19][CH2:18][NH:17][CH2:16][CH2:15][NH:14][CH2:13][CH2:12][NH:11][CH2:10][CH2:9][NH2:24]. Procedure details: Commercial ampholytes were obtained from Bio-Rad (Biolytes, pH 3-10), ICN (Iso-Lytes, pH 3-10), Geltech (Technolytes, pH 3.5-9.5) and LKB (Ampholines, pH 3.5-9.5). Ampholytes 1-1A, 2A and 2B as shown in FIGS. 3, 4, and 6 were obtained from ATI. TETA, TEPA, and PEHA ampholytes were synthesized as described by Binion and Rodkey in Electrophoresis 3, 284 (1982) using a 2:1 ratio of available polyamine nitrogen to acrylic acid. A group of ampholytes termed "UT WIDE" ampholytes were prepared by mixin...